Dataset: the Open Reaction Database (ORD), a public repository of structured organic reaction records. Task: describe an organic reaction: reactants, conditions, products, and yield Reactants: [N+](=O)([O-])C1=CC=C(C=C1)O (4-nitrophenol), C[O-].[Na+] (sodium methoxide), BrCCCCN1C(C2=CC=CC=C2C1=O)=O (2-(4-bromobutyl)-1H-isoindole-1,3(2H)-dione). Solvent: O (water), CN(C=O)C (dimethylformamide). Reaction conditions: time 15 minute. Product: [N+](=O)([O-])C1=CC=C(OCCCCN2C(C3=CC=CC=C3C2=O)=O)C=C1 (2-[4-(4-Nitrophenoxy)butyl]-1H-isoindole-1,3 (2H)-dione). Reaction SMILES: [N+:1]([C:4]1[CH:9]=[CH:8][C:7]([OH:10])=[CH:6][CH:5]=1)([O-:3])=[O:2].C[O-].[Na+].Br[CH2:15][CH2:16][CH2:17][CH2:18][N:19]1[C:27](=[O:28])[C:26]2[C:21](=[CH:22][CH:23]=[CH:24][CH:25]=2)[C:20]1=[O:29]>CN(C)C=O.O>[N+:1]([C:4]1[CH:9]=[CH:8][C:7]([O:10][CH2:15][CH2:16][CH2:17][CH2:18][N:19]2[C:27](=[O:28])[C:26]3[C:21](=[CH:22][CH:23]=[CH:24][CH:25]=3)[C:20]2=[O:29])=[CH:6][CH:5]=1)([O-:3])=[O:2] |f:1.2|. Procedure: A solution of 14.0 g of 4-nitrophenol in 250 ml of dimethylformamide is treated with 6.0 g of sodium methoxide. After 15 minutes, 28.2 g of 2-(4-bromobutyl)-1H-isoindole-1,3(2H)-dione is added, and the mixture then stirred at room temperature for 16 hours. The reaction mixture is diluted with 1500 ml of cold water, the precipitated solid collected, washed with water, and dried. Recrystallization from ethanol gives the desired compound, m.p. 112°-114° C. Starting materials: CNN (methylhydrazine), CC1(CC1)C(CC#N)=O (3-(1-methyl-cyclopropyl)-3-oxo-propionitrile), Cl (HCl). The solvent is CCO (EtOH), O1CCOCC1 (Dioxane). Conditions: time 16 hour. Product: CN1N=C(C=C1C1(CC1)C)N (1-Methyl-5-(1-Methyl-cyclopropyl)-1H-pyrazol-3-ylamine). Reaction SMILES: [CH3:1][C:2]1([C:5](=O)[CH2:6][C:7]#[N:8])[CH2:4][CH2:3]1.Cl.[CH3:11][NH:12][NH2:13]>CCO.O1CCOCC1>[CH3:11][N:12]1[C:5]([C:2]2([CH3:1])[CH2:4][CH2:3]2)=[CH:6][C:7]([NH2:8])=[N:13]1. Procedure details: To a solution of 3-(1-methyl-cyclopropyl)-3-oxo-propionitrile (1.0 g, 8.1 mmol) in EtOH (10 mL) is added 4N HCl in Dioxane (10 mL). The mixture is stirred at room temperature for 16 hour. Concentrated under reduced pressure, the residue is dissolved in MeOH (40 mL) and treated with methylhydrazine (0.56 g, 12.2 mmol). The mixture is heated at 80° C. for 16 h. The solution is then concentrated in vacuo and the residue is purified by HPLC give product. MS (ESI) m/z 152.3 (M+1). Reactants: C(C)OC(=O)C=C1CCCN(C2=C1C=C(C=C2)Cl)C(C2=C(C=C(C=C2)NC(C2=C(C=CC=C2)C)=O)C)=O (5-Ethoxycarbonylmethylidene-7-chloro-1-[2-methyl-4-(2-methylbenzoylamino)benzoyl]-2,3,4,5-tetrahydro-1H-benzazepine), [BH4-].[Na+] (sodium borohydride). Reagents/catalysts: O.O.O.O.O.O.[Ni](Cl)Cl (nickel chloride hexahydrate). Solvent: O1CCCC1.CO (tetrahydrofuran methanol). Product: C(C)OC(=O)CC1CCCN(C2=C1C=C(C=C2)Cl)C(C2=C(C=C(C=C2)NC(C2=C(C=CC=C2)C)=O)C)=O (5-ethoxycarbonylmethyl-7-chloro-1-[2-methyl-4-(2-methylbenzoylamino)benzoyl]-2,3,4,5-tetrahydro-1H-benzazepine). Yield: 43.2%. Reaction SMILES: [CH2:1]([O:3][C:4]([CH:6]=[C:7]1[C:13]2[CH:14]=[C:15]([Cl:18])[CH:16]=[CH:17][C:12]=2[N:11]([C:19](=[O:37])[C:20]2[CH:25]=[CH:24][C:23]([NH:26][C:27](=[O:35])[C:28]3[CH:33]=[CH:32][CH:31]=[CH:30][C:29]=3[CH3:34])=[CH:22][C:21]=2[CH3:36])[CH2:10][CH2:9][CH2:8]1)=[O:5])[CH3:2].[BH4-].[Na+]>O1CCCC1.CO.O.O.O.O.O.O.[Ni](Cl)Cl>[CH2:1]([O:3][C:4]([CH2:6][CH:7]1[C:13]2[CH:14]=[C:15]([Cl:18])[CH:16]=[CH:17][C:12]=2[N:11]([C:19](=[O:37])[C:20]2[CH:25]=[CH:24][C:23]([NH:26][C:27](=[O:35])[C:28]3[CH:33]=[CH:32][CH:31]=[CH:30][C:29]=3[CH3:34])=[CH:22][C:21]=2[CH3:36])[CH2:10][CH2:9][CH2:8]1)=[O:5])[CH3:2] |f:1.2,3.4,5.6.7.8.9.10.11|. Procedure: 5-Ethoxycarbonylmethylidene-7-chloro-1-[2-methyl-4-(2-methylbenzoylamino)benzoyl]-2,3,4,5-tetrahydro-1H-benzazepine (0.30 g) and nickel chloride hexahydrate (0.55 g) are dissolved in a mixture of tetrahydrofuran/methanol (1:1) (30 ml), and to the mixture is added slowly sodium borohydride (0.26 g) with stirring under ice-cooling, and then the mixture is further stirred for 10 minutes under ice-cooling. The insoluble materials are filtered with Celite, and the filtrate is concentrated. The result... Reactants: 4.38, C(C[C@@H](C(=O)O)N)CN=C(N)N[N+](=O)[O-] (NG -nitro-L-arginine). Reagents/catalysts: [Pt]=O (platinum oxide). Solvent: C(C)(=O)O (acetic acid). Reaction conditions: temperature 100 celsius, time 60 hour. Yields the product C(C[C@@H](C(=O)O)N)CN=C(N)NN (NG -amino-L-arginine). Yield: 35.0%. As a reaction SMILES: [CH2:1]([CH2:8][N:9]=[C:10]([NH:12][N+:13]([O-])=O)[NH2:11])[CH2:2][C@H:3]([NH2:7])[C:4]([OH:6])=[O:5]>C(O)(=O)C.[Pt]=O>[CH2:1]([CH2:8][N:9]=[C:10]([NH:12][NH2:13])[NH2:11])[CH2:2][C@H:3]([NH2:7])[C:4]([OH:6])=[O:5]. Reported procedure: 4.38 (20 mmol) NG -nitro-L-arginine (Sigma Chemicals) was dissolved in 25 ml of 15% aqueous acetic acid with 0.1 gm platinum oxide. The reaction was carried out at 40 psi H2 pressure and room temperature for about 60 hours. Catalyst was removed by filtration under argon, and the filtrate was rotary evaporated under reduced pressure to an oil. The oil was repeatedly dissolved in water and evaporated under vacuum and finally dissolved in 40 ml water. Analysis indicated 55% NG -amino-L-arginine and... Reactants: CC#N, Cl, [NH4+], [OH-], O, NS(=O)(=O)c1cc2c(s1)S(=O)(=O)N(CCN1CCOCC1)CC2O, O=S(=O)(O)O. Product: CC(=O)NC1CN(CCN2CCOCC2)S(=O)(=O)c2sc(S(N)(=O)=O)cc21. RXN SMILES: [CH3:34][C:35]#[N:36].[ClH:1].[NH4+:32].[OH-:33].[OH2:31].[OH:2][CH:3]1[CH2:4][N:5]([CH2:18][CH2:19][N:20]2[CH2:21][CH2:22][O:23][CH2:24][CH2:25]2)[S:6](=[O:16])(=[O:17])[c:7]2[c:8]1[cH:9][c:10]([S:12](=[O:13])(=[O:14])[NH2:15])[s:11]2.[S:26](=[O:27])(=[O:28])([OH:29])[OH:30]>>[CH:3]1([NH:36][C:35](=[O:31])[CH3:34])[CH2:4][N:5]([CH2:18][CH2:19][N:20]2[CH2:21][CH2:22][O:23][CH2:24][CH2:25]2)[S:6](=[O:16])(=[O:17])[c:7]2[c:8]1[cH:9][c:10]([S:12](=[O:13])(=[O:14])[NH2:15])[s:11]2. Starting materials: CN1CCNCC1, N#Cc1cccc(C=O)c1, ClCCl. Yields the product CN1CCN(Cc2cccc(C#N)c2)CC1. Reaction SMILES: [CH3:11][N:12]1[CH2:13][CH2:14][NH:15][CH2:16][CH2:17]1.[CH:1](=[O:2])[c:3]1[cH:4][c:5]([C:6]#[N:7])[cH:8][cH:9][cH:10]1.[Cl:18][CH2:19][Cl:20]>>[CH2:1]([c:3]1[cH:4][c:5]([C:6]#[N:7])[cH:8][cH:9][cH:10]1)[N:15]1[CH2:14][CH2:13][N:12]([CH3:11])[CH2:17][CH2:16]1. Reactants: CO, N#CC1(C(=O)N2CCCC2)CCC(S(=O)(=O)CC2CC2)CC1, [H][H], N. Product: NCC1(C(=O)N2CCCC2)CCC(S(=O)(=O)CC2CC2)CC1. Reaction SMILES: [CH3:26][OH:27].[CH:1]1([CH2:4][S:5](=[O:6])(=[O:7])[CH:8]2[CH2:9][CH2:10][C:11]([C:14]#[N:15])([C:16](=[O:17])[N:18]3[CH2:19][CH2:20][CH2:21][CH2:22]3)[CH2:12][CH2:13]2)[CH2:2][CH2:3]1.[H:23][H:24].[NH3:25]>>[CH:1]1([CH2:4][S:5](=[O:6])(=[O:7])[CH:8]2[CH2:9][CH2:10][C:11]([CH2:14][NH2:15])([C:16](=[O:17])[N:18]3[CH2:19][CH2:20][CH2:21][CH2:22]3)[CH2:12][CH2:13]2)[CH2:2][CH2:3]1.